This data is from the Open Reaction Database (ORD), a public repository of structured organic reaction records. The task is: describe an organic reaction: reactants, conditions, products, and yield Reactants: NC=1C=C(C(=O)NN)C=CC1 (m-Aminobenzoic acid hydrazide), CC(C(=O)[O-])O (methylglycolate), C1=CC(=CC=C1CC2=CC=C(C=C2)N3C(=O)C=CC3=O)N4C(=O)C=CC4=O (4,4'-bismaleimidodiphenylmethane), C1(C=CC(N1C1=C(C=CC(=C1)N1C(C=CC1=O)=O)C)=O)=O (2,4-bismaleimidotoluene), C1(C=CC(N1CC(CC(CCN1C(C=CC1=O)=O)C)(C)C)=O)=O (1,6-bismaleimido(2,2,4-trimethyl)hexane), CC(C(=O)[O-])O (methylglycolate). Conditions: temperature 60 celsius. Product: C(=CC)C1=C(OC2=CC=C(C(=O)C3=CC=CC=C3)C=C2)C=CC=C1 (4-[o-(1-propenyl)phenoxy]-benzophenone). RXN SMILES: N[C:2]1[CH:3]=[C:4]([CH:9]=[CH:10][CH:11]=1)[C:5](NN)=[O:6].CC(O)C([O-])=[O:15].[CH:18]1[C:23]([CH2:24][C:25]2[CH:30]=[CH:29][C:28](N3C(=O)C=CC3=O)=[CH:27][CH:26]=2)=CC=C(N2C(=O)C=CC2=O)C=1.C1(=O)N([C:50]2[CH:55]=[C:54](N3C(=O)C=CC3=O)[CH:53]=[CH:52][C:51]=2C)C(=O)C=C1.C1(=O)N(CC(C)(C)CC(C)CCN2C(=O)C=CC2=O)C(=O)C=C1>>[CH:24]([C:25]1[CH:26]=[CH:27][CH:28]=[CH:29][C:30]=1[O:15][C:11]1[CH:10]=[CH:9][C:4]([C:5]([C:50]2[CH:55]=[CH:54][CH:53]=[CH:52][CH:51]=2)=[O:6])=[CH:3][CH:2]=1)=[CH:23][CH3:18]. Procedure details: m-Aminobenzoic acid hydrazide (4 parts) is blended with methylglycolate and heated to 60° C. to obtain a solution. A mixture of 4,4'-bismaleimidodiphenylmethane (70 parts), 2,4-bismaleimidotoluene (30 parts) and 1,6-bismaleimido(2,2,4-trimethyl)hexane (2 parts) and methylglycolate was added and the mixture heated to 120° C. to give a homogeneous solution. The solvent was stripped off to give a molten BMI resin to which 66 parts of the product of Example 12 was added and melt blended. The homogen... Reactants: COCOC1=NN(C=C1/C=C/C=1N=C(SC1C)N1CCOCC1)C1=CC=CC=C1 (4-(4-{(E)-2-[3-(methoxymethoxy)-1-phenyl-1H-pyrazol-4-yl]ethenyl}-5-methyl-1,3-thiazol-2-yl)morpholine), Cl (hydrochloric acid). The solvent is CO (methanol). Run at temperature 50 celsius, time 1.5 hour. Yields the product Cl.CC1=C(N=C(S1)N1CCOCC1)/C=C/C=1C(=NN(C1)C1=CC=CC=C1)O (4-{(E)-2-[5-methyl-2-(morpholin-4-yl)-1,3-thiazol-4-yl]ethenyl}-1-phenyl-1H-pyrazol-3-ol.hydrochloride). The yield is 100.0%. Reaction SMILES: COC[O:4][C:5]1[C:9](/[CH:10]=[CH:11]/[C:12]2[N:13]=[C:14]([N:18]3[CH2:23][CH2:22][O:21][CH2:20][CH2:19]3)[S:15][C:16]=2[CH3:17])=[CH:8][N:7]([C:24]2[CH:29]=[CH:28][CH:27]=[CH:26][CH:25]=2)[N:6]=1.[ClH:30]>CO>[ClH:30].[CH3:17][C:16]1[S:15][C:14]([N:18]2[CH2:23][CH2:22][O:21][CH2:20][CH2:19]2)=[N:13][C:12]=1/[CH:11]=[CH:10]/[C:9]1[C:5]([OH:4])=[N:6][N:7]([C:24]2[CH:29]=[CH:28][CH:27]=[CH:26][CH:25]=2)[CH:8]=1 |f:3.4|. Procedure: To a solution of 4-(4-{(E)-2-[3-(methoxymethoxy)-1-phenyl-1H-pyrazol-4-yl]ethenyl}-5-methyl-1,3-thiazol-2-yl)morpholine (1.0 g) in methanol (20 mL) was added concentrated hydrochloric acid (0.4 mL) at room temperature, and stirred at 50° C. for 1.5 hrs. The reaction mixture was evaporated under reduced pressure, and the residue was washed with ethyl acetate-methanol to give 4-{(E)-2-[5-methyl-2-(morpholin-4-yl)-1,3-thiazol-4-yl]ethenyl}-1-phenyl-1H-pyrazol-3-ol.hydrochloride (0.98 g, yield 100%)...